From a dataset of the Open Reaction Database (ORD), a public repository of structured organic reaction records. describe an organic reaction: reactants, conditions, products, and yield The reactants are COC1=CC=C(C=N1)N (6-methoxypyridin-3-amine), ClC1=NN=C(C2=CC=CC=C12)C1=CC=CC=C1 (1-chloro-4-phenylphthalazine). Solvent: CC(CC)O (2-butanol). Reaction conditions: temperature 90 celsius, time 8 hour. Yields the product COC1=CC=C(C=N1)NC1=NN=C(C2=CC=CC=C12)C1=CC=CC=C1 (N-(6-methoxypyridin-3-yl)-4-phenylphthalazin-1-amine). RXN SMILES: [CH3:1][O:2][C:3]1[N:8]=[CH:7][C:6]([NH2:9])=[CH:5][CH:4]=1.Cl[C:11]1[C:20]2[C:15](=[CH:16][CH:17]=[CH:18][CH:19]=2)[C:14]([C:21]2[CH:26]=[CH:25][CH:24]=[CH:23][CH:22]=2)=[N:13][N:12]=1>CC(O)CC>[CH3:1][O:2][C:3]1[N:8]=[CH:7][C:6]([NH:9][C:11]2[C:20]3[C:15](=[CH:16][CH:17]=[CH:18][CH:19]=3)[C:14]([C:21]3[CH:26]=[CH:25][CH:24]=[CH:23][CH:22]=3)=[N:13][N:12]=2)=[CH:5][CH:4]=1. Reported procedure: A RBF was charged with 6-methoxypyridin-3-amine (155 mg, 1.25 mmol), 1-chloro-4-phenylphthalazine (300 mg, 1.25 mmol), and 2-butanol (4 mL). The vessel was sealed and the mixture was stirred overnight at 90° C. LC/MS shows completion of reaction. Reaction cooled to RT and purified by silica gel chromatography (1-5% MeOH/DCM) to afford N-(6-methoxypyridin-3-yl)-4-phenylphthalazin-1-amine as tan solid. MS [M+H]=329.1. Calc'd for C20H6N4O: 328.4. Step 2: In a 25 RBF was added N-(6-methoxypyridin-3-... The product is C=Cc1cncc(C#N)c1. The reactants are N#Cc1cncc(Br)c1, C=C[Sn](CCCC)(CCCC)CCCC, CCOC(C)=O, Cc1ccccc1, [Cl-], [NH4+], Cl[Pd]Cl, c1ccc(P(c2ccccc2)c2ccccc2)cc1, c1ccc(P(c2ccccc2)c2ccccc2)cc1. Reaction SMILES: [Br:16][c:17]1[cH:18][n:19][cH:20][c:21]([C:22]#[N:23])[cH:24]1.[CH2:1]([CH2:2][CH2:14][CH3:15])[Sn:3]([CH2:4][CH2:5][CH2:6][CH3:7])([CH2:8][CH2:9][CH2:10][CH3:11])[CH:12]=[CH2:13].[CH3:27][CH2:28][O:29][C:30](=[O:31])[CH3:32].[CH3:33][c:34]1[cH:35][cH:36][cH:37][cH:38][cH:39]1.[Cl-:25].[NH4+:26].[Pd:40]([Cl:41])[Cl:42].[c:43]1([P:44]([c:45]2[cH:46][cH:47][cH:48][cH:49][cH:50]2)[c:51]2[cH:52][cH:53][cH:54][cH:55][cH:56]2)[cH:57][cH:58][cH:59][cH:60][cH:61]1.[c:62]1([P:63]([c:64]2[cH:65][cH:66][cH:67][cH:68][cH:69]2)[c:70]2[cH:71][cH:72][cH:73][cH:74][cH:75]2)[cH:76][cH:77][cH:78][cH:79][cH:80]1>>[CH:1](=[CH2:2])[c:17]1[cH:18][n:19][cH:20][c:21]([C:22]#[N:23])[cH:24]1. Starting materials: CSCCNC(=O)N(C)c1cnc(-c2cncc(F)c2)s1, [H-], CI, [Na+], CN(C)C=O. Yields the product CSCCN(C)C(=O)N(C)c1cnc(-c2cncc(F)c2)s1. RXN SMILES: [F:1][c:2]1[cH:3][c:4](-[c:8]2[s:9][c:10]([N:13]([C:14](=[O:15])[NH:16][CH2:17][CH2:18][S:19][CH3:20])[CH3:21])[cH:11][n:12]2)[cH:5][n:6][cH:7]1.[H-:23].[I:24][CH3:25].[Na+:22].[O:26]=[CH:27][N:28]([CH3:29])[CH3:30]>>[F:1][c:2]1[cH:3][c:4](-[c:8]2[s:9][c:10]([N:13]([C:14](=[O:15])[N:16]([CH2:17][CH2:18][S:19][CH3:20])[CH3:25])[CH3:21])[cH:11][n:12]2)[cH:5][n:6][cH:7]1. Reactants: BrC=1C=C(C(=CC1)OC)O (4-bromoguaiacol), C(=O)([O-])[O-].[Cs+].[Cs+] (Cs2CO3), BrCCOC (2-bromoethylmethylether). The solvent is CN(C)C=O (DMF). Conditions: temperature 100 celsius. Product: BrC1=CC(=C(C=C1)OCCOC)OC (4-Bromo-2-methoxy-1-(2-methoxy-ethoxy)-benzene). As a reaction SMILES: [Br:1][C:2]1[CH:3]=[C:4]([OH:10])[C:5]([O:8][CH3:9])=[CH:6][CH:7]=1.[C:11]([O-])([O-])=O.[Cs+].[Cs+].BrC[CH2:19][O:20][CH3:21]>CN(C=O)C>[Br:1][C:2]1[CH:7]=[CH:6][C:5]([O:8][CH2:9][CH2:19][O:20][CH3:21])=[C:4]([O:10][CH3:11])[CH:3]=1 |f:1.2.3|. Reported procedure: 2.0 g (9.65 mmol) 4-bromoguaiacol and 1.89 g (5.8 mmol) Cs2CO3 are suspended in 20.0 ml dry DMF and 1.02 ml (10.6 mmol) 2-bromoethylmethylether are introduced at RT under an argon flux. The resulting pale brown suspension is heated to 100° C. for 15 h. After cooling, the reaction mixture is partitioned between EtOAc and water. The aqueous phase is re-extracted twice with EtOAc. The combined organic solution is washed with brine, dried over Na2SO4 and concentrated in vacuo to afford the title com... Reactants: OC1CC(N(C(C1)(C)C)OC(CCCCCCC)ON1C(CC(CC1(C)C)O)(C)C)(C)C (Bis(4-hydroxy-2,2,6,6-tetramethylpiperidin-1-yloxy)octane), C(C=C)(=O)Cl (acryloyl chloride). Yields the product C(C=C)(=O)OC1CC(N(C(C1)(C)C)OC(CCCCCCC)ON1C(CC(CC1(C)C)OC(C=C)=O)(C)C)(C)C (Bis(4-acryloyloxy-2,2,6,6-tetramethylpiperidin-1-yloxy)octane). As a reaction SMILES: [OH:1][CH:2]1[CH2:7][C:6]([CH3:9])([CH3:8])[N:5]([O:10][CH:11]([O:19][N:20]2[C:25]([CH3:27])([CH3:26])[CH2:24][CH:23]([OH:28])[CH2:22][C:21]2([CH3:30])[CH3:29])[CH2:12][CH2:13][CH2:14][CH2:15][CH2:16][CH2:17][CH3:18])[C:4]([CH3:32])([CH3:31])[CH2:3]1.[C:33](Cl)(=[O:36])[CH:34]=[CH2:35]>>[C:33]([O:28][CH:23]1[CH2:22][C:21]([CH3:30])([CH3:29])[N:20]([O:19][CH:11]([O:10][N:5]2[C:6]([CH3:8])([CH3:9])[CH2:7][CH:2]([O:1][C:2](=[O:1])[CH:3]=[CH2:4])[CH2:3][C:4]2([CH3:31])[CH3:32])[CH2:12][CH2:13][CH2:14][CH2:15][CH2:16][CH2:17][CH3:18])[C:25]([CH3:27])([CH3:26])[CH2:24]1)(=[O:36])[CH:34]=[CH2:35]. Procedure: The title compound is prepared by the reaction of the compound prepared in Example 4 with acryloyl chloride. Starting materials: C1(=CC=CC=C1)C1=CC=CC(=N1)C(=O)OC (methyl 6-phenylpyridine-2-carboxylate), ClC1=CC(=CC=C1)C(=O)OO (m-chloroperbenzoic acid), S(=S)(=O)([O-])[O-].[Na+].[Na+] (sodium thiosulfate). Solvent: ClCCl (dichloromethane). Run at time 3 day. The product is C1(=CC=CC=C1)C=1C=CC=C([N+]1[O-])C(=O)OC (methyl 6-phenylpyridine-2-carboxylate 1-oxide). Isolated yield 9.9%. RXN SMILES: [C:1]1([C:7]2[N:12]=[C:11]([C:13]([O:15][CH3:16])=[O:14])[CH:10]=[CH:9][CH:8]=2)[CH:6]=[CH:5][CH:4]=[CH:3][CH:2]=1.ClC1C=CC=C(C(OO)=[O:25])C=1.S([O-])([O-])(=O)=S.[Na+].[Na+]>ClCCl>[C:1]1([C:7]2[CH:8]=[CH:9][CH:10]=[C:11]([C:13]([O:15][CH3:16])=[O:14])[N+:12]=2[O-:25])[CH:2]=[CH:3][CH:4]=[CH:5][CH:6]=1 |f:2.3.4|. Reported procedure: To a solution of methyl 6-phenylpyridine-2-carboxylate (509 mg, 6.24 mmol) in dichloromethane (5 mL) was added m-chloroperbenzoic acid (purity: 69-75%, 2.87 g, 12.5 mmol), and the mixture was stirred at room temperature for 3 days. Saturated sodium thiosulfate aqueous solution was added to the reaction mixture, and the mixture was extracted 3 times with ethyl acetate. The combined organic layer was washed with saturated brine, dried over anhydrous magnesium sulfate and filtered. The solvent was ...